This data is from the Open Reaction Database (ORD), a public repository of structured organic reaction records. The task is: describe an organic reaction: reactants, conditions, products, and yield Reactants: C1(=CC=CC=C1)C1(CCN(CC1)C(=O)OC(C)(C)C)COCC=1C=C(C=C2C=NNC12)C(F)(F)F (tert-Butyl 4-phenyl-4-(((5-(trifluoromethyl)-1H-indazol-7-yl)methoxy)methyl)piperidine-1-carboxylate). The solvent is FC(C(=O)O)(F)F (trifluoroacetic acid). Run at time 15 minute. Product: C1(=CC=CC=C1)C1(CCNCC1)COCC=1C=C(C=C2C=NNC12)C(F)(F)F (7-(((4-Phenylpiperidin-4-yl)methoxy)methyl)-5-(trifluoromethyl)-1H-indazole). RXN SMILES: [C:1]1([C:7]2([CH2:20][O:21][CH2:22][C:23]3[CH:24]=[C:25]([C:32]([F:35])([F:34])[F:33])[CH:26]=[C:27]4[C:31]=3[NH:30][N:29]=[CH:28]4)[CH2:12][CH2:11][N:10](C(OC(C)(C)C)=O)[CH2:9][CH2:8]2)[CH:6]=[CH:5][CH:4]=[CH:3][CH:2]=1>FC(F)(F)C(O)=O>[C:1]1([C:7]2([CH2:20][O:21][CH2:22][C:23]3[CH:24]=[C:25]([C:32]([F:33])([F:35])[F:34])[CH:26]=[C:27]4[C:31]=3[NH:30][N:29]=[CH:28]4)[CH2:12][CH2:11][NH:10][CH2:9][CH2:8]2)[CH:2]=[CH:3][CH:4]=[CH:5][CH:6]=1. Reported procedure: tert-Butyl 4-phenyl-4-(((5-(trifluoromethyl)-1H-indazol-7-yl)methoxy)methyl)piperidine-1-carboxylate (120 mg, 0.245 mmol) was dissolved in trifluoroacetic acid (25% in dichloromethane, 1 mL) and stirred at room temperature for 15 min. The reaction was concentrated and loaded onto a strong cation exchange cartridge in methanol. The cartridge was flushed with several volumes of methanol which were discarded. The product was eluted with 2 M ammonia in methanol and concentrated to give 71 mg (74%). ... The reactants are C(C)(C)(C)OC(=O)N1C(CCC1)(CO)C1=CC=C(C=C1)F (2-(4-fluoro-phenyl)-2-hydroxymethyl-pyrrolidine-1-carboxylic acid tert-butyl ester), CC(=O)OI1(C=2C=CC=CC2C(=O)O1)(OC(=O)C)OC(=O)C (Dess-Martin periodinane), solution. Solvent: C(Cl)Cl (DCM). Run at time 5 hour. Product: C(C)(C)(C)OC(=O)N1C(CCC1)(C=O)C1=CC=C(C=C1)F (2-(4-fluoro-phenyl)-2-formyl-pyrrolidine-1-carboxylic acid tert-butyl ester). Yield: 106.6%. As a reaction SMILES: [C:1]([O:5][C:6]([N:8]1[CH2:12][CH2:11][CH2:10][C:9]1([C:15]1[CH:20]=[CH:19][C:18]([F:21])=[CH:17][CH:16]=1)[CH2:13][OH:14])=[O:7])([CH3:4])([CH3:3])[CH3:2].CC(OI1(OC(C)=O)(OC(C)=O)OC(=O)C2C=CC=CC1=2)=O>C(Cl)Cl>[C:1]([O:5][C:6]([N:8]1[CH2:12][CH2:11][CH2:10][C:9]1([C:15]1[CH:20]=[CH:19][C:18]([F:21])=[CH:17][CH:16]=1)[CH:13]=[O:14])=[O:7])([CH3:4])([CH3:2])[CH3:3]. Reported procedure: To 2-(4-fluoro-phenyl)-2-hydroxymethyl-pyrrolidine-1-carboxylic acid tert-butyl ester (3.9 g) in a round bottom flask was added Dess-Martin periodinane solution (47 mL of a 15% solution in DCM, CAS [87413-09-0]) and the reaction mixture was stirred for 5 hours at RT. The reaction mixture was then quenched with saturated aqueous sodium thiosulfate solution (25 mL) and stirred a further 20 minutes. The phases were separated and the aqueous was extracted with further DCM (25 mL). The combined organ... The reactants are CC1=NOC(=C1C=1N(C2=CC=CC=C2C1NC(=O)N)C1=CC=C(C=C1)OC)C (1-(2-(3,5-Dimethylisoxazol-4-yl)-1-(4-methoxyphenyl)-1H-indol-3-yl)urea). Solvent: I (hydriodic acid). The product is CC1=NOC(=C1C=1N(C2=CC=CC=C2C1NC(=O)N)C1=CC=C(C=C1)O)C (1-(2-(3,5-Dimethylisoxazol-4-yl)-1-(4-hydroxyphenyl)-1H-indol-3-yl)urea). RXN SMILES: [CH3:1][C:2]1[C:6]([C:7]2[N:8]([C:20]3[CH:25]=[CH:24][C:23]([O:26]C)=[CH:22][CH:21]=3)[C:9]3[C:14]([C:15]=2[NH:16][C:17]([NH2:19])=[O:18])=[CH:13][CH:12]=[CH:11][CH:10]=3)=[C:5]([CH3:28])[O:4][N:3]=1>I>[CH3:1][C:2]1[C:6]([C:7]2[N:8]([C:20]3[CH:21]=[CH:22][C:23]([OH:26])=[CH:24][CH:25]=3)[C:9]3[C:14]([C:15]=2[NH:16][C:17]([NH2:19])=[O:18])=[CH:13][CH:12]=[CH:11][CH:10]=3)=[C:5]([CH3:28])[O:4][N:3]=1. Procedure: 1-(2-(3,5-Dimethylisoxazol-4-yl)-1-(4-methoxyphenyl)-1H-indol-3-yl)urea was heated neat in hydriodic acid (aq, 57%) at 100° C. for 3 hours. The reaction mixture was cooled and concentrated, and co-evaporated with DCM and EtOAc. The residue was subjected to reversed phase preparative HPLC. Appropriate fractions were combined and evaporated, and identified by 1H NMR. ES/MS m/z: 363.19 (M+H), 362.18 (M−H); 1H NMR (acetone-d6, 500 MHz): 7.65 (m, 1H), 7.22-7.09 (m, 5H), 6.93 (m, 2H), 2.25 (s, 3H) and... Starting materials: CN(C(C(=C(C1=C(C=C(C=C1)Cl)Cl)O)C(=O)OCC)=O)C (N,N-dimethylalphaethoxycarbonyl-beta-hydroxy-2,4-dichlorocinnamamide), C(=O)([O-])[O-].[K+].[K+] (K2CO3), CS(=O)C (DMSO), C(C1=CC=CC=C1)I (benzyl iodide), crude product. Reagents/catalysts: Cl (HCl). The solvent is O (water), C(Cl)Cl (CH2Cl2), CCOCC.CCCCCC (ether hexane). Conditions: temperature 120 celsius. The product is CN(C(C(=C(C1=C(C=C(C=C1)Cl)Cl)OCC1=CC=CC=C1)C(=O)OCC)=O)C (N,N-Dimethyl-Beta-BenzyloxyAlphaethoxycarbonyl-2,4-Dichlorocinnamamide). The yield is 31.8%. As a reaction SMILES: [CH3:1][N:2]([CH3:21])[C:3](=[O:20])[C:4]([C:15]([O:17][CH2:18][CH3:19])=[O:16])=[C:5]([OH:14])[C:6]1[CH:11]=[CH:10][C:9]([Cl:12])=[CH:8][C:7]=1[Cl:13].C([O-])([O-])=O.[K+].[K+].CS(C)=O.[CH2:32](I)[C:33]1[CH:38]=[CH:37][CH:36]=[CH:35][CH:34]=1>Cl.CCOCC.CCCCCC.O.C(Cl)Cl>[CH3:21][N:2]([CH3:1])[C:3](=[O:20])[C:4]([C:15]([O:17][CH2:18][CH3:19])=[O:16])=[C:5]([O:14][CH2:32][C:33]1[CH:38]=[CH:37][CH:36]=[CH:35][CH:34]=1)[C:6]1[CH:11]=[CH:10][C:9]([Cl:12])=[CH:8][C:7]=1[Cl:13] |f:1.2.3,7.8|. Procedure: A well stirred slurry of 10.0 g of N,N-dimethylalphaethoxycarbonyl-beta-hydroxy-2,4-dichlorocinnamamide, 8.3 g of powdered anh. K2CO3, and 100 ml of dry DMSO was heated to 100° C. for 30 min. To this mixture was added 6.5 g of benzyl iodide all at once and the mixture heated at 120° C. for 1 hour. The reaction was cooled to RT, 100 ml of CH2Cl2 and 100 ml of water added plus a few drops of concentrated HCl. The organic phase was collected, washed with saturated brine, dried with MgSO4, filtered ...